This data is from the Open Reaction Database (ORD), a public repository of structured organic reaction records. The task is: describe an organic reaction: reactants, conditions, products, and yield Starting materials: N([C@H](CCC(OC(C)(C)C)=O)C(=O)NCC(=O)N[C@@H](CCCNC(N)=N)C(=O)O)C(=O)OCC1=CC=CC=C1 (Z-D-Glu(OtBu)-Gly-Arg). The reagents and catalysts are [Pd] (palladium black). Run in CO (MeOH). Run at time 5 hour. Product: N[C@H](CCC(OC(C)(C)C)=O)C(=O)NCC(=O)N[C@@H](CCCNC(N)=N)C(=O)O (H-D-Glu(OtBu)-Gly-Arg). Isolated yield 86.5%. As a reaction SMILES: [NH:1](C(OCC1C=CC=CC=1)=O)[C@@H:2]([C:12]([NH:14][CH2:15][C:16]([NH:18][C@H:19]([C:27]([OH:29])=[O:28])[CH2:20][CH2:21][CH2:22][NH:23][C:24](=[NH:26])[NH2:25])=[O:17])=[O:13])[CH2:3][CH2:4][C:5](=[O:11])[O:6][C:7]([CH3:10])([CH3:9])[CH3:8]>CO.[Pd]>[NH2:1][C@@H:2]([C:12]([NH:14][CH2:15][C:16]([NH:18][C@H:19]([C:27]([OH:29])=[O:28])[CH2:20][CH2:21][CH2:22][NH:23][C:24](=[NH:25])[NH2:26])=[O:17])=[O:13])[CH2:3][CH2:4][C:5](=[O:11])[O:6][C:7]([CH3:8])([CH3:10])[CH3:9]. Reported procedure: After 5.5 g (7.6 mM) of Z-D-Glu(OtBu)-Gly-Arg-CHA was dissolved in 150 ml of MeOH, 1 g of palladium black was added to the solution followed by catalytic reduction at 30° C. for 5 hours. After the reaction, the catalyst was filtered off and the solvent was removed by distillation under reduced pressure. The residue was dissolved in 5.5 ml of 5% HCl-MeOH and 20 ml of MeOH. The solution was precipitated again in ether. The precipitates were taken out by filtration and dried and then purified throu... The reactants are CCO, [Cl-], CN1CC=C(c2cc3nccc(Oc4ccc([N+](=O)[O-])cc4F)c3s2)CC1, [NH4+]. The product is CN1CC=C(c2cc3nccc(Oc4ccc(N)cc4F)c3s2)CC1. As a reaction SMILES: [CH3:30][CH2:31][OH:32].[Cl-:28].[F:1][c:2]1[c:3]([O:4][c:5]2[c:6]3[c:7]([n:8][cH:9][cH:10]2)[cH:11][c:12]([C:14]2=[CH:19][CH2:18][N:17]([CH3:20])[CH2:16][CH2:15]2)[s:13]3)[cH:21][cH:22][c:23]([N+:25]([O-:26])=[O:27])[cH:24]1.[NH4+:29]>>[F:1][c:2]1[c:3]([O:4][c:5]2[c:6]3[c:7]([n:8][cH:9][cH:10]2)[cH:11][c:12]([C:14]2=[CH:19][CH2:18][N:17]([CH3:20])[CH2:16][CH2:15]2)[s:13]3)[cH:21][cH:22][c:23]([NH2:25])[cH:24]1.